Dataset: the Open Reaction Database (ORD), a public repository of structured organic reaction records. Task: describe an organic reaction: reactants, conditions, products, and yield Starting materials: C(C)(C)(C)OC(CCN1CC(SCC1)C1=CC=C(C=C1)OCC1=CC=CC=C1)=O (3-[2-(4-benzyloxy-phenyl)-thiomorpholin-4-yl]-propionic acid tert-butyl ester), OOS(=O)[O-].[K+] (Oxone). Solvent: CO (MeOH), O (water), O (water). Reaction conditions: temperature 0 celsius, time 2 hour. Yields the product C(C)(C)(C)OC(CCN1CC(S(CC1)=O)C1=CC=C(C=C1)OCC1=CC=CC=C1)=O (3-[2-(4-benzyloxy-phenyl)-1-oxo-thiomorpholin-4-yl]-propionic acid tert-butyl ester). RXN SMILES: [C:1]([O:5][C:6](=[O:29])[CH2:7][CH2:8][N:9]1[CH2:14][CH2:13][S:12][CH:11]([C:15]2[CH:20]=[CH:19][C:18]([O:21][CH2:22][C:23]3[CH:28]=[CH:27][CH:26]=[CH:25][CH:24]=3)=[CH:17][CH:16]=2)[CH2:10]1)([CH3:4])([CH3:3])[CH3:2].[OH:30]OS([O-])=O.[K+]>CO.O>[C:1]([O:5][C:6](=[O:29])[CH2:7][CH2:8][N:9]1[CH2:14][CH2:13][S:12](=[O:30])[CH:11]([C:15]2[CH:16]=[CH:17][C:18]([O:21][CH2:22][C:23]3[CH:28]=[CH:27][CH:26]=[CH:25][CH:24]=3)=[CH:19][CH:20]=2)[CH2:10]1)([CH3:4])([CH3:2])[CH3:3] |f:1.2|. Reported procedure: To a solution of 3-[2-(4-benzyloxy-phenyl)-thiomorpholin-4-yl]-propionic acid tert-butyl ester (0.85 g; 1.77 mmol) in MeOH (25 mL) was added dropwise a solution of Oxone® (0.54 g; 0.89 mmol) in water (25 mL), at 0° C. The resulting mixture was stirred for 2 hours at 0° C., and subsequently, overnight at RT. The resulting mixture was treated with water and a 25% aqueous solution of NH4OH, and extracted with EtOAc. The combined organic layers were dried (MgSO4), filtered, and concentrated in vacuo... Procedure details: The title compound was synthesized from 1-(3-bromophenyl)-1-(2-isopropylpyridin-4-yl)-1H-isoindol-3-amine (Example 113) as described in Example 67 Scheme #10, D in 42% yield using 2-fluoropyridine-3-boronic acid. 1H NMR (DMSO-d6) δ 8.29 (d, J=5.30 Hz, 1 H), 8.19-8.11 (m, 1 H), 7.97-7.90 (m, 1 H), 7.82-7.70 (m, 2 H), 7.49-7.27 (m, 7 H), 7.18-7.11 (m, 1 H), 7.05 (dd, J=5.31, 1.77 Hz, 1 H), 6.84 (br s, 2 H), 2.93-2.77 (m, 1 H), 1.08 (d, J=6.82 Hz, 6 H); MS (ESI) m/z 423 [M+1]+. The yield is 42.0%. Starting materials: BrC=1C=C(C=CC1)C1(N=C(C2=CC=CC=C12)N)C1=CC(=NC=C1)C(C)C (1-(3-Bromophenyl)-1-(2-isopropylpyridin-4-yl)-1H-isoindol-3-amine), FC1=NC=CC=C1B(O)O (2-fluoropyridine-3-boronic acid). RXN SMILES: Br[C:2]1[CH:3]=[C:4]([C:8]2([C:18]3[CH:23]=[CH:22][N:21]=[C:20]([CH:24]([CH3:26])[CH3:25])[CH:19]=3)[C:16]3[C:11](=[CH:12][CH:13]=[CH:14][CH:15]=3)[C:10]([NH2:17])=[N:9]2)[CH:5]=[CH:6][CH:7]=1.[F:27][C:28]1[C:33](B(O)O)=[CH:32][CH:31]=[CH:30][N:29]=1>>[F:27][C:28]1[C:33]([C:2]2[CH:3]=[C:4]([C:8]3([C:18]4[CH:23]=[CH:22][N:21]=[C:20]([CH:24]([CH3:26])[CH3:25])[CH:19]=4)[C:16]4[C:11](=[CH:12][CH:13]=[CH:14][CH:15]=4)[C:10]([NH2:17])=[N:9]3)[CH:5]=[CH:6][CH:7]=2)=[CH:32][CH:31]=[CH:30][N:29]=1. Product: FC1=NC=CC=C1C=1C=C(C=CC1)C1(N=C(C2=CC=CC=C12)N)C1=CC(=NC=C1)C(C)C (1-[3-(2-Fluoropyridin-3-yl)phenyl]-1-(2-isopropylpyridin-4-yl)-1H-isoindol-3-amine). Reactants: CN1CCC(CC1)=O (N-methyl-4-piperidinone), C(C1=CC=CC=C1)N1CCC(CC1)NC (1-benzyl-4-(methylamino)piperidine). Yields the product CN(C1CCN(CC1)C)C1CCN(CC1)CC1=CC=CC=C1 (N,1-dimethyl-N-[1-(phenylmethyl)-4-piperidinyl]-4-piperidinamine). Isolated yield 66.0%. As a reaction SMILES: [CH3:1][N:2]1[CH2:7][CH2:6][C:5](=O)[CH2:4][CH2:3]1.[CH2:9]([N:16]1[CH2:21][CH2:20][CH:19]([NH:22][CH3:23])[CH2:18][CH2:17]1)[C:10]1[CH:15]=[CH:14][CH:13]=[CH:12][CH:11]=1>>[CH3:23][N:22]([CH:19]1[CH2:18][CH2:17][N:16]([CH2:9][C:10]2[CH:15]=[CH:14][CH:13]=[CH:12][CH:11]=2)[CH2:21][CH2:20]1)[CH:5]1[CH2:6][CH2:7][N:2]([CH3:1])[CH2:3][CH2:4]1. Procedure details: In operating analogously to preparation LXXI, starting with N-methyl-4-piperidinone and 1-benzyl-4-(methylamino)piperidine, the product sought after is obtained as a yellow oil (yield=66%). Starting materials: O=C([O-])[O-], CCCCOc1nc(N)c2nc(OC)[nH]c2n1, CS(=O)(=O)OCC1CCOC1, CCOC(C)=O, CS(C)=O, O=C(O)C(F)(F)F, [K+], [K+], O. Yields the product CCCCOc1nc(N)c2nc(OC)n(CC3CCOC3)c2n1. Reaction SMILES: [C:36](=[O:37])([O-:38])[O-:39].[CH2:8]([CH2:9][CH2:10][CH3:11])[O:12][c:13]1[n:14][c:15]([NH2:24])[c:16]2[n:17][c:18]([O:22][CH3:23])[nH:19][c:20]2[n:21]1.[CH3:25][S:26]([O:27][CH2:30][CH:31]1[CH2:32][O:33][CH2:34][CH2:35]1)(=[O:28])=[O:29].[CH3:42][CH2:43][O:44][C:45](=[O:46])[CH3:47].[CH3:48][S:49](=[O:50])[CH3:51].[F:1][C:2]([F:3])([F:4])[C:5]([OH:6])=[O:7].[K+:40].[K+:41].[OH2:52]>>[CH2:8]([CH2:9][CH2:10][CH3:11])[O:12][c:13]1[n:14][c:15]([NH2:24])[c:16]2[n:17][c:18]([O:22][CH3:23])[n:19]([CH2:30][CH:31]3[CH2:32][O:33][CH2:34][CH2:35]3)[c:20]2[n:21]1.